From a dataset of the Open Reaction Database (ORD), a public repository of structured organic reaction records. describe an organic reaction: reactants, conditions, products, and yield The reactants are CCOC(=O)C(F)P(=O)(OCC)OCC (triethyl-2-fluoro-2-phosphonoacetate), C(C)(C)(C)C1=CC(OC2=CC(=C(C=C12)C(C)=O)OC)(C)C (1-(4-tert-butyl-7-methoxy-2,2-dimethyl-2H-chromen-6-yl)-ethanone), C(C)(C)(C)C1=CC(OC2=CC(=C(C=C12)C(C)=O)OC)(C)C (1-(4-tert-butyl-7-methoxy-2,2-dimethyl-2H-chromen-6-yl)-ethanone). The product is F\C(\C(=O)OCC)=C(/C)\C=1C=C2C(=CC(OC2=CC1OC)(C)C)C(C)(C)C (Ethyl (2E)-2-fluoro-3-(4-tert-butyl-7-methoxy-2,2-dimethyl-2H-chromen-6-yl)-but-2-enoate). RXN SMILES: [CH3:1][CH2:2][O:3][C:4]([CH:6](P(OCC)(OCC)=O)[F:7])=[O:5].[C:16]([C:20]1[C:29]2[C:24](=[CH:25][C:26]([O:33][CH3:34])=[C:27]([C:30](=O)[CH3:31])[CH:28]=2)[O:23][C:22]([CH3:36])([CH3:35])[CH:21]=1)([CH3:19])([CH3:18])[CH3:17]>>[F:7]/[C:6](=[C:30](/[C:27]1[CH:28]=[C:29]2[C:24](=[CH:25][C:26]=1[O:33][CH3:34])[O:23][C:22]([CH3:36])([CH3:35])[CH:21]=[C:20]2[C:16]([CH3:17])([CH3:19])[CH3:18])\[CH3:31])/[C:4]([O:3][CH2:2][CH3:1])=[O:5]. Reported procedure: Following General Procedure K, triethyl-2-fluoro-2-phosphonoacetate (0.47 mL, 2.3 mmol) and 1-(4-tert-butyl-7-methoxy-2,2-dimethyl-2H-chromen-6-yl)-ethanone (Compound 55, 133 mg, 0.46 mmol) were reacted to give the title compound as a colorless oil after purification by flash chromatography (silica gel, 1:9 ethyl acetate/hexane). Reactants: FC1=CC(=C(C=C1)O)C1(OCC1)C(F)(F)F (4-fluoro-2-[2-(trifluoromethyl)oxetan-2-yl]phenol), C(C=C)Br (allyl bromide), C([O-])([O-])=O.[K+].[K+] (potassium carbonate), FC1=CC(=C(C=C1)O)C(C(F)(F)F)O (4-fluoro-2-(2,2,2-trifluoro-1-hydroxyethyl)phenol), C1(=CC=CC=C1)O (phenol), benzylic alcohol. Product: FC(C(=O)C1=C(C=CC(=C1)F)OCC=C)(F)F (2,2,2-trifluoro-1-[5-fluoro-2-(prop-2-en-1-yloxy)phenyl]ethanone). RXN SMILES: [F:1][C:2]1[CH:7]=[CH:6][C:5]([OH:8])=[C:4]([C:9]2([C:13]([F:16])([F:15])[F:14])CC[O:10]2)[CH:3]=1.F[C:18]1[CH:23]=CC(O)=C(C(O)C(F)(F)F)[CH:19]=1.C1(O)C=CC=CC=1.C(Br)C=C.C(=O)([O-])[O-].[K+].[K+]>>[F:16][C:13]([F:14])([F:15])[C:9]([C:4]1[CH:3]=[C:2]([F:1])[CH:7]=[CH:6][C:5]=1[O:8][CH2:23][CH:18]=[CH2:19])=[O:10] |f:4.5.6|. Procedure: Synthesis of the requisite 4-fluoro-2-[2-(trifluoromethyl)oxetan-2-yl]phenol may be carried out from 4-fluoro-2-(2,2,2-trifluoro-1-hydroxyethyl)phenol (see J. Zhang et al., Synth. Commun. 2011, 41, 3045-3052). Selective alkylation of the phenol, using allyl bromide and a base such as potassium carbonate, followed by a Swern oxidation of the benzylic alcohol, provides 2,2,2-trifluoro-1-[5-fluoro-2-(prop-2-en-1-yloxy)phenyl]ethanone. This material was reacted with trimethylsulfoxonium iodide and p...